From a dataset of the Open Reaction Database (ORD), a public repository of structured organic reaction records. describe an organic reaction: reactants, conditions, products, and yield Reactants: [H][H] (Hydrogen), ClC1=CC=C(C(=O)C=2C(=C(C=CC2)CC=CCCC(=O)O)C)C=C1 (6-[3'-(4-chlorobenzoyl)-2'-methyl-phenyl]-hex-4-enoic acid). RXN SMILES: [H][H].[Cl:3][C:4]1[CH:26]=[CH:25][C:7]([C:8]([C:10]2[C:11]([CH3:24])=[C:12]([CH2:16][CH:17]=[CH:18][CH2:19][CH2:20][C:21]([OH:23])=[O:22])[CH:13]=[CH:14][CH:15]=2)=[O:9])=[CH:6][CH:5]=1>CO.[Ni]>[Cl:3][C:4]1[CH:5]=[CH:6][C:7]([C:8]([C:10]2[C:11]([CH3:24])=[C:12]([CH2:16][CH2:17][CH2:18][CH2:19][CH2:20][C:21]([OH:23])=[O:22])[CH:13]=[CH:14][CH:15]=2)=[O:9])=[CH:25][CH:26]=1. The solvent is CO (methanol). Procedure: Hydrogen was passed through a mixture of 16.27 g of 6-[3'-(4-chlorobenzoyl)-2'-methyl-phenyl]-hex-4-enoic acid in 80 ml of methanol and 16.3 g of Raney nickel and then the catalyst was filtered off. The methoanol was distilled from the filtrate and the residue was taken up in methylene chloride. The solution was dried, treated with activated carbon, filtered and evaporated to dryness to obtain, after crystallization from a 1-1 isorpopyl ether-petroleum ether mixture, 11.15 g of 6-[3'-(4-chlorobe... The reagents and catalysts are [Ni] (Raney nickel). Yields the product ClC1=CC=C(C(=O)C=2C(=C(C=CC2)CCCCCC(=O)O)C)C=C1 (6-[3'-(4-chlorobenzoyl)-2'-methyl-phenyl]-hexanoic acid). The reactants are C(C)(=O)N(C1=NC=NC2=CC=C(C=C12)CCC1=C(C=CC(=C1)OC)OC)C(C)=O (4-diacetylamino-6-[2-(2,5-dimethoxyphenyl)ethyl]-quinazoline), [OH-].[Na+] (sodium hydroxide). The solvent is O1CCOCC1 (dioxane). Run at time 30 minute. Product: NC1=NC=NC2=CC=C(C=C12)CCC1=C(C=CC(=C1)OC)OC (4-Amino-6-[2-(2,5-dimethoxyphenyl)ethyl]-quinazoline). As a reaction SMILES: C([N:4](C(=O)C)[C:5]1[C:14]2[C:9](=[CH:10][CH:11]=[C:12]([CH2:15][CH2:16][C:17]3[CH:22]=[C:21]([O:23][CH3:24])[CH:20]=[CH:19][C:18]=3[O:25][CH3:26])[CH:13]=2)[N:8]=[CH:7][N:6]=1)(=O)C.[OH-].[Na+]>O1CCOCC1>[NH2:4][C:5]1[C:14]2[C:9](=[CH:10][CH:11]=[C:12]([CH2:15][CH2:16][C:17]3[CH:22]=[C:21]([O:23][CH3:24])[CH:20]=[CH:19][C:18]=3[O:25][CH3:26])[CH:13]=2)[N:8]=[CH:7][N:6]=1 |f:1.2|. Reported procedure: A solution of 50 mg of 4-diacetylamino-6-[2-(2,5-dimethoxyphenyl)ethyl]-quinazoline and 10 ml of 1 N aqueous sodium hydroxide solution in dioxane is stirred for 3 hours at room temperature. The mixture is poured onto water and extracted with ethyl acetate. The combined organic extracts are dried over magnesium sulfate and concentrated in vacuo. The residue is taken up in methanol, stirred for 30 minutes, filtered and concentrated again. Chromatographic purification (silica gel, ethyl acetate) gi... Reaction conditions: temperature 80 celsius, time 28 hour. The yield is 56.5%. Solvent: C(C)O (ethanol). Procedure: Sodium metal, 4.1 grams (0.18 mole), was stirred with 250 mL of ethanol for 30 minutes. After this time 20.0 grams (0.08 mole) of 2,4-diamino-5-iodo-6-methylpyrimidine (prepared in Step B of Example 3), 27.6 grams (0.11 mole) of trans-3-methyl-3-(4-trifluoromethylphenyl)-1-butenylboronic acid, and 9.2 grams (0.008 mole) of tetrakistriphenylphosphine palladium(0) were added. The reaction mixture was purged with nitrogen, and then heated to 80° C. where it stirred for about 28 hours. After this ti... The reactants are NC1=NC(=C(C(=N1)N)I)C (2,4-diamino-5-iodo-6-methylpyrimidine), CC(/C=C/B(O)O)(C)C1=CC=C(C=C1)C(F)(F)F (trans-3-methyl-3-(4-trifluoromethylphenyl)-1-butenylboronic acid), tetrakistriphenylphosphine palladium(0), [Na] (Sodium). RXN SMILES: [Na].[NH2:2][C:3]1[N:8]=[C:7]([NH2:9])[C:6](I)=[C:5]([CH3:11])[N:4]=1.[CH3:12][C:13]([C:20]1[CH:25]=[CH:24][C:23]([C:26]([F:29])([F:28])[F:27])=[CH:22][CH:21]=1)([CH3:19])/[CH:14]=[CH:15]/B(O)O>C(O)C>[NH2:2][C:3]1[N:8]=[C:7]([NH2:9])[C:6](/[CH:15]=[CH:14]/[C:13]([C:20]2[CH:21]=[CH:22][C:23]([C:26]([F:27])([F:29])[F:28])=[CH:24][CH:25]=2)([CH3:12])[CH3:19])=[C:5]([CH3:11])[N:4]=1 |^1:0|. The product is NC1=NC(=C(C(=N1)N)\C=C\C(C)(C)C1=CC=C(C=C1)C(F)(F)F)C (trans-2,4-diamino-6-methyl-5-[3-(4-trifluoromethylphenyl)-3-methyl-1-butenyl]pyrimidine). Product: [N-]=[N+]=NCC1Cc2ccc(-c3ccccc3)cc2O1. Starting materials: Cc1ccc(S(=O)(=O)OCC2Cc3ccc(-c4ccccc4)cc3O2)cc1, [N-]=[N+]=[N-], [Na+]. As a reaction SMILES: [CH3:1][c:2]1[cH:3][cH:4][c:5]([S:6]([O:7][CH2:12][CH:13]2[O:14][c:15]3[c:16]([cH:18][cH:19][c:20](-[c:22]4[cH:23][cH:24][cH:25][cH:26][cH:27]4)[cH:21]3)[CH2:17]2)(=[O:8])=[O:9])[cH:10][cH:11]1.[N-:29]=[N+:30]=[N-:31].[Na+:28]>>[CH2:12]([CH:13]1[O:14][c:15]2[c:16]([cH:18][cH:19][c:20](-[c:22]3[cH:23][cH:24][cH:25][cH:26][cH:27]3)[cH:21]2)[CH2:17]1)[N:29]=[N+:30]=[N-:31]. Procedure: 2-Fluoronitrobenzene (0.358 mL, 3.4 mmol, 1.0 eq.), 3-methoxy-4-[(1-pyrrolidinyl)methyl]benzyl amine (750 mg, 3.4 mmol) and anhydrous potassium carbonate (471 mg, 3.4 mmol, 1.0 eq.) were combined in dry THF (35 mL) then allowed to stir 48 h at ambient temperature. The reaction mixture was filtered through a bed of diatomaceous earth then the solvent was removed under reduced pressure. The crude oil was purified by flash chromatography (eluting with 20:1 CHCl3:MeOH, 0.5% TEA) to give the desired ... The reactants are FC1=C(C=CC=C1)[N+](=O)[O-] (2-Fluoronitrobenzene), COC=1C=C(CN)C=CC1CN1CCCC1 (3-methoxy-4-[(1-pyrrolidinyl)methyl]benzyl amine), C([O-])([O-])=O.[K+].[K+] (potassium carbonate). Conditions: time 48 hour. The yield is 58.2%. The product is COC=1C=C(CNC2=C(C=CC=C2)[N+](=O)[O-])C=CC1CN1CCCC1 (N-[3-Methoxy-4-[(1-pyrrolidinyl)methyl]benzyl]-2-nitroaniline). Solvent: C1CCOC1 (THF). RXN SMILES: F[C:2]1[CH:7]=[CH:6][CH:5]=[CH:4][C:3]=1[N+:8]([O-:10])=[O:9].[CH3:11][O:12][C:13]1[CH:14]=[C:15]([CH:18]=[CH:19][C:20]=1[CH2:21][N:22]1[CH2:26][CH2:25][CH2:24][CH2:23]1)[CH2:16][NH2:17].C(=O)([O-])[O-].[K+].[K+]>C1COCC1>[CH3:11][O:12][C:13]1[CH:14]=[C:15]([CH:18]=[CH:19][C:20]=1[CH2:21][N:22]1[CH2:26][CH2:25][CH2:24][CH2:23]1)[CH2:16][NH:17][C:2]1[CH:7]=[CH:6][CH:5]=[CH:4][C:3]=1[N+:8]([O-:10])=[O:9] |f:2.3.4|. Starting materials: FC(C(=O)[O-])(F)F (trifluoroacetate), Cl.C(C)C=1N(C=2C(=NC=C(C2)C=2C=CC3=C(CNCCO3)C2)N1)C(=O)OCC(C)C (2-methylpropyl 2-ethyl-6-(2,3,4,5-tetrahydro-1,4-benzoxazepin-7-yl)-1H-imidazo[4,5-b]pyridine-1-carboxylate hydrochloride), ClC1=NC=NC=2CCC(CC12)(C)C (4-chloro-6,6-dimethyl-5,6,7,8-tetrahydroquinazolin). Product: C(C)C=1NC=2C(=NC=C(C2)C=2C=CC3=C(CN(CCO3)C3=NC(=NC=4CCC(CC34)(C)C)C)C2)N1 (7-(2-ethyl-1H-imidazo[4,5-b]pyridin-6-yl)-4-(2,6,6-trimethyl-5,6,7,8-tetrahydroquinazolin-4-yl)-2,3,4,5-tetrahydro-1,4-benzoxazepine). RXN SMILES: F[C:2](F)(F)[C:3]([O-])=O.Cl.[CH2:9]([C:11]1[N:12](C(OCC(C)C)=O)[C:13]2[C:14]([N:30]=1)=[N:15][CH:16]=[C:17]([C:19]1[CH:20]=[CH:21][C:22]3[O:28][CH2:27][CH2:26][NH:25][CH2:24][C:23]=3[CH:29]=1)[CH:18]=2)[CH3:10].Cl[C:39]1[C:48]2[CH2:47][C:46]([CH3:50])([CH3:49])[CH2:45][CH2:44][C:43]=2[N:42]=C[N:40]=1>>[CH2:9]([C:11]1[NH:12][C:13]2[C:14]([N:30]=1)=[N:15][CH:16]=[C:17]([C:19]1[CH:20]=[CH:21][C:22]3[O:28][CH2:27][CH2:26][N:25]([C:39]4[C:48]5[CH2:47][C:46]([CH3:50])([CH3:49])[CH2:45][CH2:44][C:43]=5[N:42]=[C:3]([CH3:2])[N:40]=4)[CH2:24][C:23]=3[CH:29]=1)[CH:18]=2)[CH3:10] |f:1.2|. Procedure details: Prepared as trifluoroacetate salt according to the method of example 6 by using 2-methylpropyl 2-ethyl-6-(2,3,4,5-tetrahydro-1,4-benzoxazepin-7-yl)-1H-imidazo[4,5-b]pyridine-1-carboxylate hydrochloride (reagent preparation 19) and 4-chloro-6,6-dimethyl-5,6,7,8-tetrahydroquinazolin (reagent preparation 8) in step 3. 1H NMR (400 MHz, methanol-d4): 8.67 (d, 1H), 8.19 (d, 1H), 7.76 (s, 1H), 7.57 (d, 1H), 7.09 (d, 1H), 5.13 (s, 2H), 4.45 (m, 2H), 4.31 (m, 2H), 3.09 (m, 2H), 2.81 (m, 2H), 2.57 (s, 2H)...